From a dataset of the Open Reaction Database (ORD), a public repository of structured organic reaction records. describe an organic reaction: reactants, conditions, products, and yield Reactants: C1COCCN1, O=Cc1ccc(F)c(Br)c1. Product: Fc1ccc(CN2CCOCC2)cc1Br. As a reaction SMILES: [CH2:11]1[CH2:12][O:13][CH2:14][CH2:15][NH:16]1.[F:1][c:2]1[c:3]([Br:10])[cH:4][c:5]([CH:6]=[O:7])[cH:8][cH:9]1>>[F:1][c:2]1[c:3]([Br:10])[cH:4][c:5]([CH2:6][N:16]2[CH2:11][CH2:12][O:13][CH2:14][CH2:15]2)[cH:8][cH:9]1. Starting materials: B, CSC, CO, C1CCOC1, CC(C)(C)OC(=O)N1C(C(=O)O)CSC1c1cccnc1. Product: CC(C)(C)OC(=O)N1C(CO)CSC1c1cccnc1. RXN SMILES: [BH3:25].[CH3:22][S:23][CH3:24].[CH3:26][OH:27].[O:28]1[CH2:29][CH2:30][CH2:31][CH2:32]1.[n:1]1[cH:2][c:3]([CH:7]2[S:8][CH2:9][CH:10]([C:19](=[O:20])[OH:21])[N:11]2[C:12](=[O:13])[O:14][C:15]([CH3:16])([CH3:17])[CH3:18])[cH:4][cH:5][cH:6]1>>[n:1]1[cH:2][c:3]([CH:7]2[S:8][CH2:9][CH:10]([CH2:19][OH:20])[N:11]2[C:12](=[O:13])[O:14][C:15]([CH3:16])([CH3:17])[CH3:18])[cH:4][cH:5][cH:6]1. Starting materials: OC1=C(C=C(C=C1)C=CC(C)=O)OC (4-(4-Hydroxy-3-methoxy-phenyl)but-3-ene-2-one), N1C=NC=C1 (imidazole), [Si](C)(C)(C(C)(C)C)Cl (tert-butyldimethylsilyl chloride), CN(C=O)C (N,N-dimethylformamide). Solvent: C(C)(=O)OCC (ethyl acetate). Reaction conditions: time 4 hour. The product is C(C)(C)(C)[Si](OCC1=C(C=C(C=C1)C=CC(C)=O)OC)(C)C (4-{4-[(tert-butyl-dimethyl-silanyloxy)-methyl}-3-methoxy-phenyl}-but-3-ene-2-one). Isolated yield 73.0%. RXN SMILES: O[C:2]1[CH:7]=[CH:6][C:5]([CH:8]=[CH:9][C:10](=[O:12])[CH3:11])=[CH:4][C:3]=1[O:13][CH3:14].N1C=CN=C1.[Si:20](Cl)([C:23]([CH3:26])([CH3:25])[CH3:24])([CH3:22])[CH3:21].CN(C)[CH:30]=[O:31]>C(OCC)(=O)C>[C:23]([Si:20]([CH3:22])([CH3:21])[O:31][CH2:30][C:2]1[CH:7]=[CH:6][C:5]([CH:8]=[CH:9][C:10](=[O:12])[CH3:11])=[CH:4][C:3]=1[O:13][CH3:14])([CH3:26])([CH3:25])[CH3:24]. Procedure: To a solution of 4-(4-Hydroxy-3-methoxy-phenyl)but-3-ene-2-one (4.402 g, 22.93 mmol) in N,N-dimethylformamide (28.5 mL) were added imidazole (1.71 g, 25.22 mmol) and tert-butyldimethylsilyl chloride (3.8 g; 25.22 mmol). The reaction was allowed to stir for 4 h, then diluted with ethyl acetate (300 mL) and washed with water (50 mL), saturated aqueous sodium bicarbonate (40 mL), and saturated aqueous sodium chloride (50 mL). The organic layer was dried over magnesium sulfate, filtered, and concent... Reactants: BrC1=CC=C(C(C(=O)O)=C1)O (5-bromosalicylic acid), S(=O)(Cl)Cl (thionylchloride), CO (methanol). Conditions: temperature 70 celsius. Product: COC(C=1C(O)=CC=C(C1)Br)=O (methyl-5-bromosalicylate), solid. Isolated yield 89.0%. As a reaction SMILES: [Br:1][C:2]1[CH:10]=[C:6]([C:7]([OH:9])=[O:8])[C:5]([OH:11])=[CH:4][CH:3]=1.S(Cl)(Cl)=O.[CH3:16]O>>[CH3:16][O:8][C:7](=[O:9])[C:6]1[C:5](=[CH:4][CH:3]=[C:2]([Br:1])[CH:10]=1)[OH:11]. Reported procedure: To a solution of 5-bromosalicylic acid (200 g, 0.92 mol) in methanol (2 L) was added thionylchloride (440 g, 3.7 mol) at 0° C. with stirring and then allowed to reflux at 70° C. for 40 h. Excess solvent was distilled off and to the crude residue was added EtOAc (2 L). The organic layer was washed with 10% cold aqueous NaHCO3 solution (2×1 L), brine and dried. The solvent was removed under vacuum to give the title compound as a low melting point solid (190 g, 89%). TLC: PetEther/EtOAc, 7:3, Rf: 0... The reactants are CC(C)(C)C(OCCOCCOCCOCCN)(C(=O)[O-])C(=O)C(Cc1ccccc1)NC(=O)C(CC(=O)OCc1ccccc1)NC(=O)CCNC(=O)c1ccc(-c2nc(=O)o[nH]2)cc1, ClCCl, O=C(O)C(F)(F)F. The product is NCCOCCOCCOCCOC(C(=O)O)C(=O)C(Cc1ccccc1)NC(=O)C(CC(=O)OCc1ccccc1)NC(=O)CCNC(=O)c1ccc(-c2nc(=O)o[nH]2)cc1. As a reaction SMILES: [C:1]([CH3:2])([CH3:3])([CH3:4])[C:5]([C:6](=[O:7])[O-:8])([O:9][CH2:10][CH2:11][O:12][CH2:13][CH2:14][O:15][CH2:16][CH2:17][O:18][CH2:19][CH2:20][NH2:21])[C:22]([CH:23]([NH:24][C:25]([CH:26]([NH:27][C:28]([CH2:29][CH2:30][NH:31][C:32]([c:33]1[cH:34][cH:35][c:36](-[c:39]2[nH:40][o:41][c:42](=[O:44])[n:43]2)[cH:37][cH:38]1)=[O:45])=[O:46])[CH2:47][C:48]([O:49][CH2:50][c:51]1[cH:52][cH:53][cH:54][cH:55][cH:56]1)=[O:57])=[O:58])[CH2:59][c:60]1[cH:61][cH:62][cH:63][cH:64][cH:65]1)=[O:66].[Cl:67][CH2:68][Cl:69].[F:70][C:71]([F:72])([F:73])[C:74]([OH:75])=[O:76]>>[CH:5]([C:6](=[O:7])[OH:8])([O:9][CH2:10][CH2:11][O:12][CH2:13][CH2:14][O:15][CH2:16][CH2:17][O:18][CH2:19][CH2:20][NH2:21])[C:22]([CH:23]([NH:24][C:25]([CH:26]([NH:27][C:28]([CH2:29][CH2:30][NH:31][C:32]([c:33]1[cH:34][cH:35][c:36](-[c:39]2[nH:40][o:41][c:42](=[O:44])[n:43]2)[cH:37][cH:38]1)=[O:45])=[O:46])[CH2:47][C:48]([O:49][CH2:50][c:51]1[cH:52][cH:53][cH:54][cH:55][cH:56]1)=[O:57])=[O:58])[CH2:59][c:60]1[cH:61][cH:62][cH:63][cH:64][cH:65]1)=[O:66]. The reactants are C(C)OC(CC1=CC=C(C=C1)SC1=C(NC2=CC(=CC=C12)Cl)C)=O ([4-(6-Chloro-2-methyl-1H-indol-3-ylsulfanyl)-phenyl]-acetic acid ethyl ester), BrC=1C=NN(C1)CC (4-bromo-1-ethyl-1H-pyrazole). Yields the product C(C)OC(CC1=CC=C(C=C1)SC1=C(N(C2=CC(=CC=C12)Cl)C=1C=NN(C1)CC)C)=O ({4-[6-Chloro-1-(1-ethyl-1H-pyrazol-4-yl)-2-methyl-1H-indol-3-ylsulfanyl]-phenyl}-acetic acid ethyl ester). RXN SMILES: [CH2:1]([O:3][C:4](=[O:24])[CH2:5][C:6]1[CH:11]=[CH:10][C:9]([S:12][C:13]2[C:21]3[C:16](=[CH:17][C:18]([Cl:22])=[CH:19][CH:20]=3)[NH:15][C:14]=2[CH3:23])=[CH:8][CH:7]=1)[CH3:2].Br[C:26]1[CH:27]=[N:28][N:29]([CH2:31][CH3:32])[CH:30]=1>>[CH2:1]([O:3][C:4](=[O:24])[CH2:5][C:6]1[CH:7]=[CH:8][C:9]([S:12][C:13]2[C:21]3[C:16](=[CH:17][C:18]([Cl:22])=[CH:19][CH:20]=3)[N:15]([C:26]3[CH:27]=[N:28][N:29]([CH2:31][CH3:32])[CH:30]=3)[C:14]=2[CH3:23])=[CH:10][CH:11]=1)[CH3:2]. Reported procedure: Prepared according to the procedure described in Example 55, Step 2 using the following starting materials: [4-(6-Chloro-2-methyl-1H-indol-3-ylsulfanyl)-phenyl]-acetic acid ethyl ester and 4-bromo-1-ethyl-1H-pyrazole. Reactants: OC=1C=C(C=CC1)C(C)=O (3′-hydroxyacetophenone), solution, C(C)[Mg]Br (ethylmagnesium bromide). The solvent is C(C)OCC (diethyl ether). Yields the product OC(C)(CC)C=1C=C(C=CC1)O (3-(2-hydroxybutan-2-yl)phenol). Reaction SMILES: [OH:1][C:2]1[CH:3]=[C:4]([C:8](=[O:10])[CH3:9])[CH:5]=[CH:6][CH:7]=1.[CH2:11]([Mg]Br)[CH3:12]>C(OCC)C>[OH:10][C:8]([C:4]1[CH:3]=[C:2]([OH:1])[CH:7]=[CH:6][CH:5]=1)([CH2:11][CH3:12])[CH3:9]. Procedure: By using 3′-hydroxyacetophenone (200 mg) and a 3 M solution of ethylmagnesium bromide in diethyl ether (1.5 ml) as starting materials, the title compound (124.9 mg) was obtained in the same manner as that of Reference Example 69. Reactants: C1(=CC=CC=C1)C=1N=CC(=NC1C1=CC=CC=C1)N(C(C)C)CCCCOCC(=O)N (2-[4-[N-(5,6-diphenylpyrazin-2-yl)-N-isopropylamino]butyloxy]acetamide), ClS(=O)(=O)O (chlorosulfonic acid), N1=C(C=CC=C1)C (2-picoline). Run in ClCCCl (1,2-dichloroethane), ClCCCl (1,2-dichloroethane), ClCCl (dichloromethane). Run at temperature 75 celsius, time 15 minute. Product: C1(=CC=CC=C1)C=1N=CC(=NC1C1=CC=CC=C1)N(C(C)C)CCCCOCC(=O)NS(O)(=O)=O (N-[2-{4-[N-(5,6-diphenylpyrazin-2-yl)-N-isopropylamino]butyloxy}acetyl]sulfamic acid). As a reaction SMILES: N1C=CC=CC=1C.Cl[S:9]([OH:12])(=[O:11])=[O:10].[C:13]1([C:19]2[N:20]=[CH:21][C:22]([N:31]([CH2:35][CH2:36][CH2:37][CH2:38][O:39][CH2:40][C:41]([NH2:43])=[O:42])[CH:32]([CH3:34])[CH3:33])=[N:23][C:24]=2[C:25]2[CH:30]=[CH:29][CH:28]=[CH:27][CH:26]=2)[CH:18]=[CH:17][CH:16]=[CH:15][CH:14]=1>ClCCCl.ClCCl>[C:13]1([C:19]2[N:20]=[CH:21][C:22]([N:31]([CH2:35][CH2:36][CH2:37][CH2:38][O:39][CH2:40][C:41]([NH:43][S:9](=[O:11])(=[O:10])[OH:12])=[O:42])[CH:32]([CH3:34])[CH3:33])=[N:23][C:24]=2[C:25]2[CH:30]=[CH:29][CH:28]=[CH:27][CH:26]=2)[CH:14]=[CH:15][CH:16]=[CH:17][CH:18]=1. Reported procedure: Under an argon atmosphere, a solution of 1.443 g of 2-picoline in 1.7 ml of 1,2-dichloroethane was cooled to −10° C. A solution of chlorosulfonic acid in 3.5 ml of 1,2-dichloroethane was added dropwise at 0° C. or lower and, after stirring for 15 minutes, 712 mg of 2-[4-[N-(5,6-diphenylpyrazin-2-yl)-N-isopropylamino]butyloxy]acetamide was added. The reaction solution was heated to 75° C. and air-cooled to room temperature after stirring for 2 hours. The reaction solution was diluted with dichlor... Starting materials: Cl (HCl), BrC=1C(=C(C(=O)O)C=C(C1)C)F (3-bromo-2-fluoro-5-methyl-benzoic acid), FC=1C=C(C=CC1)B(O)O ((3-fluorophenyl)boronic acid), C(=O)([O-])[O-].[K+].[K+] (K2CO3). The reagents and catalysts are C=1C=CC(=CC1)[P](C=2C=CC=CC2)(C=3C=CC=CC3)[Pd]([P](C=4C=CC=CC4)(C=5C=CC=CC5)C=6C=CC=CC6)([P](C=7C=CC=CC7)(C=8C=CC=CC8)C=9C=CC=CC9)[P](C=1C=CC=CC1)(C=1C=CC=CC1)C=1C=CC=CC1 (Pd(PPh3)4). The solvent is C(C)#N (acetonitrile), O (H2O). Product: FC1=C(C(=O)O)C=C(C=C1C1=CC(=CC=C1)F)C (2-Fluoro-3-(3-fluorophenyl)-5-methyl-benzoic acid). The yield is 37.9%. Reaction SMILES: Br[C:2]1[C:3]([F:12])=[C:4]([CH:8]=[C:9]([CH3:11])[CH:10]=1)[C:5]([OH:7])=[O:6].[F:13][C:14]1[CH:15]=[C:16](B(O)O)[CH:17]=[CH:18][CH:19]=1.C([O-])([O-])=O.[K+].[K+].Cl>C(#N)C.O.C1C=CC([P]([Pd]([P](C2C=CC=CC=2)(C2C=CC=CC=2)C2C=CC=CC=2)([P](C2C=CC=CC=2)(C2C=CC=CC=2)C2C=CC=CC=2)[P](C2C=CC=CC=2)(C2C=CC=CC=2)C2C=CC=CC=2)(C2C=CC=CC=2)C2C=CC=CC=2)=CC=1>[F:12][C:3]1[C:2]([C:18]2[CH:17]=[CH:16][CH:15]=[C:14]([F:13])[CH:19]=2)=[CH:10][C:9]([CH3:11])=[CH:8][C:4]=1[C:5]([OH:7])=[O:6] |f:2.3.4,^1:37,39,58,77|. Reported procedure: A mixture of 3-bromo-2-fluoro-5-methyl-benzoic acid (400 mg, 1.7 mmol, 1.0 eq), (3-fluorophenyl)boronic acid (720 mg, 5.2 mmol, 3.0 eq), K2CO3 (356 mg, 2.6 mmol, 1.5 eq) and Pd(PPh3)4 (396.0 mg, 0.40 mmol, 0.2 eq) in acetonitrile (5 mL) and H2O (4 mL) was heated at reflux overnight. The reaction was acidified to pH 3 by addition of 1M HCl and extracted with EtOAc. The combined organic extracts were washed with water and brine, dried (Na2SO4), filtered and evaporated in vacuo. The residue was pur... Starting materials: CO\N=C(/COC1=CC=C(C=O)C=C1)\C1=C(C=CC=C1)C (4-{[(2Z)-2-(methoxyimino)-2-(2-methylphenyl)ethyl]oxy}benzaldehyde), NC1=CC=C(C=C1)CCC(=O)O (3-(4-aminophenyl)propanoic acid). Product: CO\N=C(/COC1=CC=C(CNC2=CC=C(C=C2)CCC(=O)O)C=C1)\C1=C(C=CC=C1)C (3-{4-[(4-{[(2Z)-2-(Methoxyimino)-2-(2-methylphenyl)ethyl]oxy}benzyl)amino]phenyl}propanoic acid). Reaction SMILES: [CH3:1][O:2]/[N:3]=[C:4](/[C:15]1[CH:20]=[CH:19][CH:18]=[CH:17][C:16]=1[CH3:21])\[CH2:5][O:6][C:7]1[CH:14]=[CH:13][C:10]([CH:11]=O)=[CH:9][CH:8]=1.[NH2:22][C:23]1[CH:28]=[CH:27][C:26]([CH2:29][CH2:30][C:31]([OH:33])=[O:32])=[CH:25][CH:24]=1>>[CH3:1][O:2]/[N:3]=[C:4](/[C:15]1[CH:20]=[CH:19][CH:18]=[CH:17][C:16]=1[CH3:21])\[CH2:5][O:6][C:7]1[CH:14]=[CH:13][C:10]([CH2:11][NH:22][C:23]2[CH:24]=[CH:25][C:26]([CH2:29][CH2:30][C:31]([OH:33])=[O:32])=[CH:27][CH:28]=2)=[CH:9][CH:8]=1. Reported procedure: Compound 6 was synthesized from 4-{[(2Z)-2-(methoxyimino)-2-(2-methylphenyl)ethyl]oxy}benzaldehyde and 3-(4-aminophenyl)propanoic acid by following the procedure described in Scheme 4